Dataset: the Open Reaction Database (ORD), a public repository of structured organic reaction records. Task: describe an organic reaction: reactants, conditions, products, and yield The reactants are N[C@@H](CC1=CC=CC=C1)C(=O)O (L-phenylalanine), N[C@@H](C(C)C)C(=O)O (L-valine), C(C)(=O)SCC(C(=O)N[C@@H](CC1=CC=CC=C1)C(=O)O)C (N-(3-actylthio-2-methylpropanoyl)-L-phenylalanine). The product is SCC(C(=O)N[C@@H](CC1=CC=CC=C1)C(=O)O)C (N-(3-Mercapto-2-methylpropanoyl)-L-phenylalanine). As a reaction SMILES: N[C@H](C(O)=O)CC1C=CC=CC=1.N[C@H](C(O)=O)C(C)C.C([S:24][CH2:25][CH:26]([CH3:41])[C:27]([NH:29][C@H:30]([C:38]([OH:40])=[O:39])[CH2:31][C:32]1[CH:37]=[CH:36][CH:35]=[CH:34][CH:33]=1)=[O:28])(=O)C>>[SH:24][CH2:25][CH:26]([CH3:41])[C:27]([NH:29][C@H:30]([C:38]([OH:40])=[O:39])[CH2:31][C:32]1[CH:37]=[CH:36][CH:35]=[CH:34][CH:33]=1)=[O:28]. Procedure details: By substituting L-phenylalanine for the L-valine in the procedure of Example 22, and then treating the product by the procedure of Example 23, N-(3-actylthio-2-methylpropanoyl)-L-phenylalanine and N-(3-mercapto-2-methylpropanoyl)-L-phenylaline are obtained.